From a dataset of the Open Reaction Database (ORD), a public repository of structured organic reaction records. describe an organic reaction: reactants, conditions, products, and yield Reactants: CCOP(=O)(CP(=O)(OCC)OCC)OCC, CN(C)C=O, Cc1oc(-c2ccccc2)nc1COc1ccc(C(=O)Nc2nn(-c3ccccc3)cc2C=O)cc1, [H-], [Na+], O. Yields the product CCOP(=O)(C=Cc1cn(-c2ccccc2)nc1NC(=O)c1ccc(OCc2nc(-c3ccccc3)oc2C)cc1)OCC. As a reaction SMILES: [CH2:1]([P:2](=[O:3])([O:4][CH2:5][CH3:6])[O:7][CH2:8][CH3:9])[P:10]([O:11][CH2:12][CH3:13])([O:14][CH2:15][CH3:16])=[O:17].[CH3:57][N:58]([CH3:59])[CH:60]=[O:61].[CH:20](=[O:21])[c:22]1[c:23]([NH:33][C:34]([c:35]2[cH:36][cH:37][c:38]([O:41][CH2:42][c:43]3[n:44][c:45](-[c:49]4[cH:50][cH:51][cH:52][cH:53][cH:54]4)[o:46][c:47]3[CH3:48])[cH:39][cH:40]2)=[O:55])[n:24][n:25](-[c:27]2[cH:28][cH:29][cH:30][cH:31][cH:32]2)[cH:26]1.[H-:18].[Na+:19].[OH2:56]>>[CH:1]([P:10]([O:11][CH2:12][CH3:13])([O:14][CH2:15][CH3:16])=[O:17])=[CH:20][c:22]1[c:23]([NH:33][C:34]([c:35]2[cH:36][cH:37][c:38]([O:41][CH2:42][c:43]3[n:44][c:45](-[c:49]4[cH:50][cH:51][cH:52][cH:53][cH:54]4)[o:46][c:47]3[CH3:48])[cH:39][cH:40]2)=[O:55])[n:24][n:25](-[c:27]2[cH:28][cH:29][cH:30][cH:31][cH:32]2)[cH:26]1. The reactants are NC=1C(N(C(N(C1N)CCC)=O)CCC)=O (5,6-diamino-1,3-dipropyluracil), C1OC=2C=C(C=CC(=O)O)C=CC2O1 (3,4-methylenedioxycinnamic acid). Yields the product C1OC=2C=C(/C=C/C3=NC=4N(C(N(C(C4N3)=O)CCC)=O)CCC)C=CC2O1 ((E)-8-(3,4-Methylenedioxystyryl)-1,3-dipropylxanthine). Yield: 68.4%. As a reaction SMILES: [NH2:1][C:2]1[C:3](=[O:16])[N:4]([CH2:13][CH2:14][CH3:15])[C:5](=[O:12])[N:6]([CH2:9][CH2:10][CH3:11])[C:7]=1[NH2:8].[CH2:17]1[O:30][C:29]2[CH:28]=[CH:27][C:21]([CH:22]=[CH:23][C:24](O)=O)=[CH:20][C:19]=2[O:18]1>>[CH2:17]1[O:30][C:29]2[CH:28]=[CH:27][C:21](/[CH:22]=[CH:23]/[C:24]3[NH:1][C:2]4[C:3](=[O:16])[N:4]([CH2:13][CH2:14][CH3:15])[C:5](=[O:12])[N:6]([CH2:9][CH2:10][CH3:11])[C:7]=4[N:8]=3)=[CH:20][C:19]=2[O:18]1. Reported procedure: Substantially the same procedure as in Reference Example 1 was repeated using 4.25 g (18.8 mmol) of 5,6-diamino-1,3-dipropyluracil and 4.33 g (22.6 mmol) of 3,4-methylenedioxycinnamic acid. Then, the resultant crude crystals were recrystallized from dioxane to give 4.92 g (yield 69%) of Compound 18 as a pale yellow powder.